Task: describe an organic reaction: reactants, conditions, products, and yield. Dataset: the Open Reaction Database (ORD), a public repository of structured organic reaction records Starting materials: CO, Nc1ccc(-n2ccc3cc([N+](=O)[O-])ccc32)cn1. Product: Nc1ccc2c(ccn2-c2ccc(N)nc2)c1. Reaction SMILES: [CH3:20][OH:21].[N+:1]([O-:2])(=[O:3])[c:4]1[cH:5][c:6]2[cH:7][cH:8][n:9](-[c:13]3[cH:14][cH:15][c:16]([NH2:19])[n:17][cH:18]3)[c:10]2[cH:11][cH:12]1>>[NH2:1][c:4]1[cH:5][c:6]2[cH:7][cH:8][n:9](-[c:13]3[cH:14][cH:15][c:16]([NH2:19])[n:17][cH:18]3)[c:10]2[cH:11][cH:12]1. The reactants are BrCC1CC1, O=C([O-])[O-], Cc1ccc(C(=O)NC2CC2)cc1-c1ccc2c(=O)[nH]ccc2c1, [K+], [K+], CN(C)C=O. Yields the product Cc1ccc(C(=O)NC2CC2)cc1-c1ccc2c(=O)n(CC3CC3)ccc2c1. As a reaction SMILES: [Br:31][CH2:32][CH:33]1[CH2:34][CH2:35]1.[C:25](=[O:26])([O-:27])[O-:28].[CH:1]1([NH:4][C:5]([c:6]2[cH:7][c:8](-[c:13]3[cH:14][c:15]4[cH:16][cH:17][nH:18][c:19](=[O:23])[c:20]4[cH:21][cH:22]3)[c:9]([CH3:12])[cH:10][cH:11]2)=[O:24])[CH2:2][CH2:3]1.[K+:29].[K+:30].[O:36]=[CH:37][N:38]([CH3:39])[CH3:40]>>[CH:1]1([NH:4][C:5]([c:6]2[cH:7][c:8](-[c:13]3[cH:14][c:15]4[cH:16][cH:17][n:18]([CH2:32][CH:33]5[CH2:34][CH2:35]5)[c:19](=[O:23])[c:20]4[cH:21][cH:22]3)[c:9]([CH3:12])[cH:10][cH:11]2)=[O:24])[CH2:2][CH2:3]1. Starting materials: NC(CCCC(=O)OC)C1=C(C=CC=C1OC)OC (methyl 5-amino-5-(2,6-dimethoxyphenyl)pentanoate), FC1=C(C=C(C=O)C=C1)C1=NC=CC=C1 (4-fluoro-3-(pyridin-2-yl)benzaldehyde). RXN SMILES: [NH2:1][CH:2]([C:10]1[C:15]([O:16][CH3:17])=[CH:14][CH:13]=[CH:12][C:11]=1[O:18][CH3:19])[CH2:3][CH2:4][CH2:5][C:6]([O:8]C)=O.[F:20][C:21]1[CH:28]=[CH:27][C:24]([CH:25]=O)=[CH:23][C:22]=1[C:29]1[CH:34]=[CH:33][CH:32]=[CH:31][N:30]=1>>[CH3:19][O:18][C:11]1[CH:12]=[CH:13][CH:14]=[C:15]([O:16][CH3:17])[C:10]=1[CH:2]1[N:1]([CH2:25][C:24]2[CH:27]=[CH:28][C:21]([F:20])=[C:22]([C:29]3[CH:34]=[CH:33][CH:32]=[CH:31][N:30]=3)[CH:23]=2)[C:6](=[O:8])[CH2:5][CH2:4][CH2:3]1. Procedure: Prepared according to the described general procedure 1 (GP1) by reaction of methyl 5-amino-5-(2,6-dimethoxyphenyl)pentanoate with 4-fluoro-3-(pyridin-2-yl)benzaldehyde. Subsequent purification by preparative HPLC afforded the target compound. LC-MS (conditions A): tR=0.68 min.; [M+H]+: 420.97 g/mol. The product is COC1=C(C(=CC=C1)OC)C1CCCC(N1CC1=CC(=C(C=C1)F)C1=NC=CC=C1)=O (6-(2,6-dimethoxyphenyl)-1-(4-fluoro-3-(pyridin-2-yl)benzyl)piperidin-2-one). Starting materials: C(CC(=O)OCC)(=O)OCC (diethyl malonate), [Cl-].[NH4+] (ammonium chloride), C[O-].[Na+] (sodium methoxide), CS(=O)(=O)O[C@H](CCC)C ((S)-1-methylbutyl methanesulfonate). Run in C(C)(=O)OCC (ethyl acetate), C(Cl)Cl (methylene chloride). Run at temperature 25 celsius, time 30 minute. The product is C[C@H](CCC)C(C(=O)OCC)C(=O)OCC (diethyl [(R)-1-methylbutyl]malonate). Yield: 96.0%. As a reaction SMILES: C[O-].[Na+].[C:4]([O:12][CH2:13][CH3:14])(=[O:11])[CH2:5][C:6]([O:8][CH2:9][CH3:10])=[O:7].CS(O[C@@H:20]([CH3:24])[CH2:21][CH2:22][CH3:23])(=O)=O.[Cl-].[NH4+]>C(OCC)(=O)C.C(Cl)Cl>[CH3:24][C@@H:20]([CH:5]([C:6]([O:8][CH2:9][CH3:10])=[O:7])[C:4]([O:12][CH2:13][CH3:14])=[O:11])[CH2:21][CH2:22][CH3:23] |f:0.1,4.5|. Procedure: At room temperature, a three-neck flask with internal thermometer, dropping funnel and stirrer was initially charged under protective nitrogen gas with 33.1 g of sodium methoxide (95% pure, 0.583 mol) in 250 ml of dry ethyl acetate. Subsequently, 97.5 g of diethyl malonate (0.609 mol) were added dropwise at from 20 to 30° C. The clear mixture was stirred at 25° C. for 30 min, and 85.7 g of (S)-1-methylbutyl methanesulfonate (0.516 mol) were added undiluted. The mixture was heated to 79° C. and s... Reactants: C(C)OC(=O)C=1NC2=CC=CC=C2C1 (1H-indole-2-carboxylic acid ethyl ester), [Cl-].C(C1=CC=CC=C1)=[N+](C)C (benzylidene-dimethyl-ammonium chloride). Product: C(C)OC(=O)C=1NC2=CC=CC=C2C1C(C1=CC=CC=C1)N(C)C (3-(Dimethylaminophenylmethyl)-1H-indole-2-carboxylic Acid Ethyl Ester). As a reaction SMILES: [CH2:1]([O:3][C:4]([C:6]1[NH:7][C:8]2[C:13]([CH:14]=1)=[CH:12][CH:11]=[CH:10][CH:9]=2)=[O:5])[CH3:2].[Cl-].[CH:16](=[N+:23]([CH3:25])[CH3:24])[C:17]1[CH:22]=[CH:21][CH:20]=[CH:19][CH:18]=1>>[CH2:1]([O:3][C:4]([C:6]1[NH:7][C:8]2[C:13]([C:14]=1[CH:16]([N:23]([CH3:25])[CH3:24])[C:17]1[CH:22]=[CH:21][CH:20]=[CH:19][CH:18]=1)=[CH:12][CH:11]=[CH:10][CH:9]=2)=[O:5])[CH3:2] |f:1.2|. Procedure: The preparation was carried out in accordance with general synthesis instructions 4 from 1H-indole-2-carboxylic acid ethyl ester and benzylidene-dimethyl-ammonium chloride. For characterization, an ESI-MS was recorded: Starting materials: C(C)N(CC)S(F)(F)F (diethylaminosulphur trifluoride), C(C)(C)(C)[Si](OC1C=2C(=C(C(=NC2CC(C1)(C)C)C1CCCC1)C(O)C1=CC=C(C=C1)C(F)(F)F)C1=CC(=C(C=C1)F)F)(C)C ([5-(tertbutyldimethylsilanyloxy)-2-cyclopentyl-4-(3,4-difluorophenyl)-7,7-dimethyl-5,6,7,8-tetrahydroquinolin-3-yl]-(4-trifluoromethylphenyl)-methanol). Solvent: C1(=CC=CC=C1)C (toluene), C1(=CC=CC=C1)C (toluene). Conditions: time 60 minute. Product: [Si](C)(C)(C(C)(C)C)OC1C=2C(=C(C(=NC2CC(C1)(C)C)C1CCCC1)C(C1=CC=C(C=C1)C(F)(F)F)F)C1=CC(=C(C=C1)F)F (5-(tert-Butyldimethylsilanyloxy)-2-cyclopentyl-4-(3,4-difluorophenyl)-3-[fluoro-(4-trifluoromethylphenyl)-methyl]-7,7-dimethyl-5,6,7,8-tetrahydroquinoline). RXN SMILES: C(N(S(F)(F)[F:7])CC)C.[C:10]([Si:14]([CH3:54])([CH3:53])[O:15][CH:16]1[CH2:25][C:24]([CH3:27])([CH3:26])[CH2:23][C:22]2[N:21]=[C:20]([CH:28]3[CH2:32][CH2:31][CH2:30][CH2:29]3)[C:19]([CH:33]([C:35]3[CH:40]=[CH:39][C:38]([C:41]([F:44])([F:43])[F:42])=[CH:37][CH:36]=3)O)=[C:18]([C:45]3[CH:50]=[CH:49][C:48]([F:51])=[C:47]([F:52])[CH:46]=3)[C:17]1=2)([CH3:13])([CH3:12])[CH3:11]>C1(C)C=CC=CC=1>[Si:14]([O:15][CH:16]1[CH2:25][C:24]([CH3:26])([CH3:27])[CH2:23][C:22]2[N:21]=[C:20]([CH:28]3[CH2:32][CH2:31][CH2:30][CH2:29]3)[C:19]([CH:33]([F:7])[C:35]3[CH:36]=[CH:37][C:38]([C:41]([F:44])([F:42])[F:43])=[CH:39][CH:40]=3)=[C:18]([C:45]3[CH:50]=[CH:49][C:48]([F:51])=[C:47]([F:52])[CH:46]=3)[C:17]1=2)([C:10]([CH3:13])([CH3:12])[CH3:11])([CH3:54])[CH3:53]. Reported procedure: At −5° C., 0.06 ml of diethylaminosulphur trifluoride, dissolved in 10.15 ml of toluene, was added dropwise to 200 mg (0.3 mmol) of [5-(tertbutyldimethylsilanyloxy)-2-cyclopentyl-4-(3,4-difluorophenyl)-7,7-dimethyl-5,6,7,8-tetrahydroquinolin-3-yl]-(4-trifluoromethylphenyl)-methanol dissolved in 2 ml of toluene. After 60 minutes, the reaction was quenched with saturated aqueous sodium bicarbonate solution, toluene was added and the organic phase was washed once more with saturated aqueous sodium ... Reactants: Cl.N1=CC(=CC=C1)CCl (3-picolyl chloride hydrochloride), CCOC(=O)C.CCCCCC (EtOAc Hexane), COC(C1=CC=C(C=C1)S(NC(C(C)C)C(=O)OC(C)(C)C)(=O)=O)=O (4-(1-tert-Butoxycarbonyl-2-methyl-propylsulfamoyl)-benzoic acid methyl ester), COC(C1=CC=C(C=C1)S(NC(C(C)C)C(=O)OC(C)(C)C)(=O)=O)=O (4-(1-tert-Butoxycarbonyl-2-methyl-propylsulfamoyl)-benzoic acid methyl ester), C([O-])([O-])=O.[Cs+].[Cs+] (cesium carbonate). The solvent is CN(C=O)C (dimethylformamide). Yields the product COC(C1=CC=C(C=C1)S(N(CC=1C=NC=CC1)C(C(C)C)C(=O)OC(C)(C)C)(=O)=O)=O (4-[(1-tert-butoxycarbonyl-2-methyl-propyl)-pyridin-3-ylmethyl-sulfamoyl]-benzoic acid methyl ester). RXN SMILES: [CH3:1][O:2][C:3](=[O:25])[C:4]1[CH:9]=[CH:8][C:7]([S:10](=[O:24])(=[O:23])[NH:11][CH:12]([C:16]([O:18][C:19]([CH3:22])([CH3:21])[CH3:20])=[O:17])[CH:13]([CH3:15])[CH3:14])=[CH:6][CH:5]=1.C(=O)([O-])[O-].[Cs+].[Cs+].Cl.[N:33]1[CH:38]=[CH:37][CH:36]=[C:35]([CH2:39]Cl)[CH:34]=1.CCOC(C)=O.CCCCCC>CN(C)C=O>[CH3:1][O:2][C:3](=[O:25])[C:4]1[CH:9]=[CH:8][C:7]([S:10](=[O:24])(=[O:23])[N:11]([CH:12]([C:16]([O:18][C:19]([CH3:20])([CH3:22])[CH3:21])=[O:17])[CH:13]([CH3:15])[CH3:14])[CH2:39][C:35]2[CH:34]=[N:33][CH:38]=[CH:37][CH:36]=2)=[CH:6][CH:5]=1 |f:1.2.3,4.5,6.7|. Procedure: To a stirring solution of 4-(1-tert-Butoxycarbonyl-2-methyl-propylsulfamoyl)-benzoic acid methyl ester (Compound 1*—884 mg, 2.38 mmol) in dimethylformamide (30 ml) at ambient temperature was added cesium carbonate (10.86 g, 33.34 mmol). Then 3-picolyl chloride hydrochloride (546 mg, 3.33 mmol) was added to the suspension and the reaction mixture was stirred at room temperature for 24 hours by which time TLC (EtOAc/Hexane 1:1) monitoring showed the reaction to be completed. The mixture was evapor... The reactants are FC(C1=CC(=NC=2N1N=CC2C(=O)O)C2=CC=C(C=C2)C(F)(F)F)F (7-difluoromethyl-5-(4-trifluoromethyl-phenyl)-pyrazolo[1,5-a]pyrimidine-3-carboxylic acid), S(N)(=O)(=O)C=1C=C(C=CC1)N (3-sulfamoyl-phenylamine). Yields the product S(N)(=O)(=O)C=1C=C(C=CC1)NC(=O)C=1C=NN2C1N=C(C=C2C(F)F)C2=CC=C(C=C2)C(F)(F)F (7-Difluoromethyl-5-(4-trifluoromethyl-phenyl)-pyrazolo[1,5-a]pyrimidine-3-carboxylic acid(3-sulfamoyl-phenyl)-amide). As a reaction SMILES: [F:1][CH:2]([F:25])[C:3]1[N:8]2[N:9]=[CH:10][C:11]([C:12]([OH:14])=O)=[C:7]2[N:6]=[C:5]([C:15]2[CH:20]=[CH:19][C:18]([C:21]([F:24])([F:23])[F:22])=[CH:17][CH:16]=2)[CH:4]=1.[S:26]([C:30]1[CH:31]=[C:32]([NH2:36])[CH:33]=[CH:34][CH:35]=1)(=[O:29])(=[O:28])[NH2:27]>>[S:26]([C:30]1[CH:31]=[C:32]([NH:36][C:12]([C:11]2[CH:10]=[N:9][N:8]3[C:3]([CH:2]([F:1])[F:25])=[CH:4][C:5]([C:15]4[CH:20]=[CH:19][C:18]([C:21]([F:22])([F:23])[F:24])=[CH:17][CH:16]=4)=[N:6][C:7]=23)=[O:14])[CH:33]=[CH:34][CH:35]=1)(=[O:28])(=[O:29])[NH2:27]. Reported procedure: The title compound was prepared from 7-difluoromethyl-5-(4-trifluoromethyl-phenyl)-pyrazolo[1,5-a]pyrimidine-3-carboxylic acid (example C.1) and 3-sulfamoyl-phenylamine [commercially available] according to general procedure II. Yellow solid. MS (ISP) 510.2 [(M−H)−]; mp 258° C. Reactants: C12N(CC(CC1)CC2)C(C(C)(C)C2=CC(=C(C=N2)NC(C(C)(C)C)=O)I)=O (N-{6-[2-(2-azabicyclo[2.2.2] oct-2-yl)-1,1-dimethyl-2-oxoethyl]-4-iodopyridin-3-yl}-2,2-dimethyl-propionamide), [OH-].[Na+] (NaOH). RXN SMILES: [CH:1]12[CH2:8][CH2:7][CH:4]([CH2:5][CH2:6]1)[CH2:3][N:2]2[C:9](=[O:27])[C:10]([C:13]1[N:18]=[CH:17][C:16]([NH:19]C(=O)C(C)(C)C)=[C:15]([I:26])[CH:14]=1)([CH3:12])[CH3:11].[OH-].[Na+]>OS(O)(=O)=O>[NH2:19][C:16]1[C:15]([I:26])=[CH:14][C:13]([C:10]([CH3:11])([CH3:12])[C:9]([N:2]2[CH2:3][CH:4]3[CH2:7][CH2:8][CH:1]2[CH2:6][CH2:5]3)=[O:27])=[N:18][CH:17]=1 |f:1.2|. Procedure details: A vigorously stirred mixture of N-{6-[2-(2-azabicyclo[2.2.2] oct-2-yl)-1,1-dimethyl-2-oxoethyl]-4-iodopyridin-3-yl}-2,2-dimethyl-propionamide (4.66 g, 9.64 mmol.) in 24% H2SO4 (48 mL) was heated at 100° C. for approximately 3.5h. After cooling to room temperature, the reaction mixture was basified to pH=10 with 2.5N NaOH and then extracted with ethyl acetate (×3). The combined organic extract was washed with brine, dried (MgSO4) and concentrated in vacuo. The residue was purified by recrystalliz... Yields the product NC=1C(=CC(=NC1)C(C(=O)N1C2CCC(C1)CC2)(C)C)I (2-(5-Amino-4-iodopyridin-2-yl)-1-(2-azabicyclo[2.2.2]oct-2-yl)-2-methylpropan-1-one). The yield is 78.5%. Run in OS(=O)(=O)O (H2SO4). Conditions: temperature 100 celsius.